Task: describe an organic reaction: reactants, conditions, products, and yield. Dataset: the Open Reaction Database (ORD), a public repository of structured organic reaction records The reactants are FC(C1=CC(=NC=2N1N=CC2C(=O)O)C2=CC=C(C=C2)C(F)(F)F)F (7-difluoromethyl-5-(4-trifluoromethyl-phenyl)-pyrazolo[1,5-a]pyrimidine-3-carboxylic acid), OCC(C)(C)NS(=O)(=O)C1=C(N=C(S1)N)C (2-amino-4-methyl-thiazole-5-sulfonic acid (2-hydroxy-1,1-dimethyl-ethyl)-amide). The product is OCC(C)(C)NS(=O)(=O)C1=C(N=C(S1)NC(=O)C=1C=NN2C1N=C(C=C2C(F)F)C2=CC=C(C=C2)C(F)(F)F)C (7-Difluoromethyl-5-(4-trifluoromethyl-phenyl)-pyrazolo[1,5-a]pyrimidine-3-carboxylic acid [5-(2-hydroxy-1,1-dimethyl-ethylsulfamoyl)-4-methyl-thiazol-2-yl]-amide). As a reaction SMILES: [F:1][CH:2]([F:25])[C:3]1[N:8]2[N:9]=[CH:10][C:11]([C:12](O)=[O:13])=[C:7]2[N:6]=[C:5]([C:15]2[CH:20]=[CH:19][C:18]([C:21]([F:24])([F:23])[F:22])=[CH:17][CH:16]=2)[CH:4]=1.[OH:26][CH2:27][C:28]([NH:31][S:32]([C:35]1[S:39][C:38]([NH2:40])=[N:37][C:36]=1[CH3:41])(=[O:34])=[O:33])([CH3:30])[CH3:29]>>[OH:26][CH2:27][C:28]([NH:31][S:32]([C:35]1[S:39][C:38]([NH:40][C:12]([C:11]2[CH:10]=[N:9][N:8]3[C:3]([CH:2]([F:25])[F:1])=[CH:4][C:5]([C:15]4[CH:20]=[CH:19][C:18]([C:21]([F:22])([F:24])[F:23])=[CH:17][CH:16]=4)=[N:6][C:7]=23)=[O:13])=[N:37][C:36]=1[CH3:41])(=[O:34])=[O:33])([CH3:30])[CH3:29]. Procedure details: The title compound was prepared from 7-difluoromethyl-5-(4-trifluoromethyl-phenyl)-pyrazolo[1,5-a]pyrimidine-3-carboxylic acid (example C.1) and 2-amino-4-methyl-thiazole-5-sulfonic acid (2-hydroxy-1,1-dimethyl-ethyl)-amide (example B.3) according to general procedure II. Yellow solid. MS (ISP) 603.0 [(M−H)−]; mp 268° C.